Dataset: the Open Reaction Database (ORD), a public repository of structured organic reaction records. Task: describe an organic reaction: reactants, conditions, products, and yield Starting materials: CO, COC(=O)c1ccc(OC(F)(F)F)cc1[N+](=O)[O-]. Product: COC(=O)c1ccc(OC(F)(F)F)cc1N. RXN SMILES: [CH3:19][OH:20].[N+:1]([O-:2])(=[O:3])[c:4]1[c:5]([C:6](=[O:7])[O:8][CH3:9])[cH:10][cH:11][c:12]([O:14][C:15]([F:16])([F:17])[F:18])[cH:13]1>>[NH2:1][c:4]1[c:5]([C:6](=[O:7])[O:8][CH3:9])[cH:10][cH:11][c:12]([O:14][C:15]([F:16])([F:17])[F:18])[cH:13]1. The reactants are FC1=CC=C(C=C1)C=1C(=NC=NC1N1CCC(CC1)C=1N(C=C(N1)C1=CC(=C(C=C1)F)C(F)(F)F)C)N (5-(4-Fluoro-phenyl)-6-{4-[4-(4-fluoro-3-trifluoromethyl-phenyl)-1-methyl-1H-imidazol-2-yl]-piperidin-1-yl}-pyrimidin-4-ylamine), NC1=NC=C(C=N1)B1OC(C)(C)C(C)(C)O1 ((2-aminopyrimidin-5-yl)boronic acid pinacol ester). The product is FC1=C(C=C(C=C1)C=1N=C(N(C1)C)C1CCN(CC1)C1=C(C(=NC=N1)N)C=1C=NC(=NC1)N)C(F)(F)F (6′-{4-[4-(4-Fluoro-3-trifluoromethyl-phenyl)-1-methyl-1H-imidazol-2-yl]-piperidin-1-yl}-[5,5]bipyrimidinyl-2,4′-diamine). As a reaction SMILES: FC1C=[CH:6][C:5]([C:8]2[C:9]([NH2:37])=[N:10][CH:11]=[N:12][C:13]=2[N:14]2[CH2:19][CH2:18][CH:17]([C:20]3[N:21]([CH3:36])[CH:22]=[C:23]([C:25]4[CH:30]=[CH:29][C:28]([F:31])=[C:27]([C:32]([F:35])([F:34])[F:33])[CH:26]=4)[N:24]=3)[CH2:16][CH2:15]2)=[CH:4]C=1.[NH2:38][C:39]1[N:44]=CC(B2OC(C)(C)C(C)(C)O2)=C[N:40]=1>>[F:31][C:28]1[CH:29]=[CH:30][C:25]([C:23]2[N:24]=[C:20]([CH:17]3[CH2:18][CH2:19][N:14]([C:13]4[N:12]=[CH:11][N:10]=[C:9]([NH2:37])[C:8]=4[C:5]4[CH:4]=[N:38][C:39]([NH2:44])=[N:40][CH:6]=4)[CH2:15][CH2:16]3)[N:21]([CH3:36])[CH:22]=2)=[CH:26][C:27]=1[C:32]([F:34])([F:35])[F:33]. Procedure: The title compound was prepared in an analogous manner as 5-(4-Fluoro-phenyl)-6-{4-[4-(4-fluoro-3-trifluoromethyl-phenyl)-1-methyl-1H-imidazol-2-yl]-piperidin-1-yl}-pyrimidin-4-ylamine using (2-aminopyrimidin-5-yl)boronic acid pinacol ester instead of 4-fluorophenylboronic acid. LC-MS: (M+1=514, obsd.=514).